From a dataset of the Open Reaction Database (ORD), a public repository of structured organic reaction records. describe an organic reaction: reactants, conditions, products, and yield Reactants: FC1=C(C=CC(=C1)F)[C@H](C(=O)NC1=C(C=CC=C1)O)N[C@@H](CC(C)C)C(=O)OC (methyl N-{(1R)-1-(2,4-difluorophenyl)-2-[(2-hydroxyphenyl)amino]-2-oxoethyl}-L-leucinate), C(=S)(N1C=NC=C1)N1C=NC=C1 (1,1′-thiocarbonyldiimidazole), [NH2+]1N=NC2=C1C=CC=C2 (1H-Benzotriazolium), F[B-](F)(F)F (tetrafluoroborate), 3-oxide, CNC (dimethylamine). Run in ClCCl (dichloromethane), O (Water), O1CCCC1 (tetrahydrofuran). Run at time 18 hour. The product is FC1=C(C=CC(=C1)F)C(C(=O)N(C)C)N[C@@H](CC(C)C)C(=O)OC (methyl N-[1-(2,4-difluorophenyl)-2-(dimethylamino)-2-oxoethyl]-L-leucinate). Isolated yield 58.5%. Reaction SMILES: [F:1][C:2]1[CH:7]=[C:6]([F:8])[CH:5]=[CH:4][C:3]=1[C@@H:9]([NH:20][C@H:21]([C:26]([O:28][CH3:29])=[O:27])[CH2:22][CH:23]([CH3:25])[CH3:24])[C:10]([NH:12][C:13]1C=CC=CC=1O)=[O:11].[C:30](N1C=CN=C1)(N1C=CN=C1)=S.[NH2+]1C2C=CC=CC=2N=N1.F[B-](F)(F)F.CNC>ClCCl.O1CCCC1.O>[F:1][C:2]1[CH:7]=[C:6]([F:8])[CH:5]=[CH:4][C:3]=1[CH:9]([NH:20][C@H:21]([C:26]([O:28][CH3:29])=[O:27])[CH2:22][CH:23]([CH3:25])[CH3:24])[C:10]([N:12]([CH3:13])[CH3:30])=[O:11]. Procedure: A solution of methyl N-{(1R)-1-(2,4-difluorophenyl)-2-[(2-hydroxyphenyl)amino]-2-oxoethyl}-L-leucinate (203 mg) and 1,1′-thiocarbonyldiimidazole (100 mg) in dichloromethane (5 ml) was left to stand for 18 hours. Water (10 l) was added to the reaction mixture and this was then stirred rapidly for 30 minutes. After this, 1H-Benzotriazolium, 1-[bis(dimethylamino)methylene]-, tetrafluoroborate (1-), 3-oxide (TBTU, 321 mg) and a solution of dimethylamine in tetrahydrofuran (0.5 ml of 2M solution) wer... Reactants: ClC1=C(C=C(C(=C1)F)[N+](=O)[O-])O (2-chloro-4-fluoro-5-nitrophenol), C([O-])([O-])=O.[K+].[K+] (potassium carbonate), CN(C=O)C (dimethylformamide), ClCC(=O)OCCCCC (amyl 2-chloroacetate). Solvent: O (water). Reaction conditions: temperature 50 celsius, time 30 minute. The product is ClC1=CC(=C(C=C1OCC(=O)OCCCCC)[N+](=O)[O-])F (4-chloro-2-fluoro-5-(pentyloxycarbonylmethyloxy)nitrobenzene). The yield is 77.3%. Reaction SMILES: [Cl:1][C:2]1[CH:7]=[C:6]([F:8])[C:5]([N+:9]([O-:11])=[O:10])=[CH:4][C:3]=1[OH:12].C(=O)([O-])[O-].[K+].[K+].CN(C)C=O.Cl[CH2:25][C:26]([O:28][CH2:29][CH2:30][CH2:31][CH2:32][CH3:33])=[O:27]>O>[Cl:1][C:2]1[C:3]([O:12][CH2:25][C:26]([O:28][CH2:29][CH2:30][CH2:31][CH2:32][CH3:33])=[O:27])=[CH:4][C:5]([N+:9]([O-:11])=[O:10])=[C:6]([F:8])[CH:7]=1 |f:1.2.3|. Reported procedure: A mixture of 2-chloro-4-fluoro-5-nitrophenol (100 g), anhydrous potassium carbonate (86.6 g) and dimethylformamide (500 g) was heated at 50° C., and amyl 2-chloroacetate (90.2 g) was dropwise added thereto in 30 minutes, followed by allowing to stand at 60° C. for 4 hours. The reaction mixture was cooled to room temperature, and water (1500 g) was added thereto, followed by extraction with ethyl acetate (1500 g). The organic layer was separated, washed with water and concentrated under reduced p... Starting materials: Amidine, ClP(C1=CC=CC=C1)C1=CC=CC=C1 (chlorodiphenylphosphine), C(C)(C)C1=C(C(=CC=C1)C)NC(C1=CC=C(C=C1)C)=N (N1-(2-isopropyl-6-methylphenyl)-4-methylbenzamidine), C(CCC)[Li] (butyllithium). The product is C(C)(C)C1=C(C(=CC=C1)C)NC(C1=CC=C(C=C1)C)=NP(C1=CC=CC=C1)C1=CC=CC=C1 (N1-(2-isopropyl-6-methylphenyl)-4-methyl-N2-(diphenyl-phosphino)benzamidine). As a reaction SMILES: [CH:1]([C:4]1[CH:9]=[CH:8][CH:7]=[C:6]([CH3:10])[C:5]=1[NH:11][C:12](=[NH:20])[C:13]1[CH:18]=[CH:17][C:16]([CH3:19])=[CH:15][CH:14]=1)([CH3:3])[CH3:2].C([Li])CCC.Cl[P:27]([C:34]1[CH:39]=[CH:38][CH:37]=[CH:36][CH:35]=1)[C:28]1[CH:33]=[CH:32][CH:31]=[CH:30][CH:29]=1>>[CH:1]([C:4]1[CH:9]=[CH:8][CH:7]=[C:6]([CH3:10])[C:5]=1[NH:11][C:12](=[N:20][P:27]([C:34]1[CH:35]=[CH:36][CH:37]=[CH:38][CH:39]=1)[C:28]1[CH:33]=[CH:32][CH:31]=[CH:30][CH:29]=1)[C:13]1[CH:18]=[CH:17][C:16]([CH3:19])=[CH:15][CH:14]=1)([CH3:3])[CH3:2]. Reported procedure: Procedure as described for NP Amidine I using the following amounts: 1.33 g of N1-(2-isopropyl-6-methylphenyl)-4-methylbenzamidine (Amidine V, 5.0 mmol), 2.50 mL of 2.0 M butyllithium (5.0 mmol), 0.93 mL chlorodiphenylphosphine (5.0 mmol). After filtration to remove lithium chloride and removal of solvent, the residue was treated with 20 mL of pentane. Prolonged stirring deposited a beige solid which was collected and dried (1.62 g, 72%). The reactants are C(C1=CC=CC=C1)N([C@@H]1[C@@H](CNCC1)OC)CC1=CC=CC=C1 (cis(±)N,N-dibenzyl-3-methoxypiperidin-4-amine), BrC(C)O (bromoethanol), C(C)(C)N(C(C)C)CC (N,N-diisopropylethylamine), C(C1=CC=CC=C1)OC(=O)N[C@H]1[C@H](CN(CC1)CCO)C(=O)OC (Methyl (3S,4R)-4-{[(benzyloxy)carbonyl]amino}-1-(2-hydroxyethyl)piperidine-3-carboxylate). The solvent is ClCCl (dichloromethane), CO (methanol). Run at temperature 70 celsius. Yields the product C(C1=CC=CC=C1)N([C@@H]1[C@@H](CN(CC1)CCO)OC)CC1=CC=CC=C1 (Cis(±)2-[4-(dibenzylamino)-3-methoxypiperidin-1-yl]ethanol). Isolated yield 66.7%. As a reaction SMILES: [CH2:1]([N:8]([CH2:17][C:18]1[CH:23]=[CH:22][CH:21]=[CH:20][CH:19]=1)[C@H:9]1[CH2:14][CH2:13][NH:12][CH2:11][C@H:10]1[O:15][CH3:16])[C:2]1[CH:7]=[CH:6][CH:5]=[CH:4][CH:3]=1.Br[CH:25]([OH:27])[CH3:26].C(N(CC)C(C)C)(C)C.C(OC(N[C@@H]1CCN(CCO)C[C@@H]1C(OC)=O)=O)C1C=CC=CC=1>ClCCl.CO>[CH2:17]([N:8]([CH2:1][C:2]1[CH:3]=[CH:4][CH:5]=[CH:6][CH:7]=1)[C@H:9]1[CH2:14][CH2:13][N:12]([CH2:26][CH2:25][OH:27])[CH2:11][C@H:10]1[O:15][CH3:16])[C:18]1[CH:23]=[CH:22][CH:21]=[CH:20][CH:19]=1. Procedure details: A mixture of cis(±)N,N-dibenzyl-3-methoxypiperidin-4-amine (1.7 g, 5.5 mmol) (WO 2005/068461), bromoethanol (0.5 mL, 7.1 mmol), and N,N-diisopropylethylamine (1.4 mL, 8.3 mmol) were reacted as described for Intermediate 37, but heating for one hour at 70° C. Chromatography on silica gel with 5% methanol in dichloromethane containing 0.25% ammonium hydroxide gave 1.3 g (68%) of product as a colorless solid. Reactants: CCc1ccc(N)c(F)c1, CCO, CCOC(=O)c1cnc(Cl)cc1Cl, Cl. The product is CCOC(=O)c1cnc(Cl)cc1Nc1ccc(CC)cc1F. As a reaction SMILES: [CH2:14]([CH3:15])[c:16]1[cH:17][c:18]([F:23])[c:19]([NH2:22])[cH:20][cH:21]1.[CH3:25][CH2:26][OH:27].[Cl:1][c:2]1[cH:3][c:4]([Cl:13])[n:5][cH:6][c:7]1[C:8](=[O:9])[O:10][CH2:11][CH3:12].[ClH:24]>>[c:2]1([NH:22][c:19]2[c:18]([F:23])[cH:17][c:16]([CH2:14][CH3:15])[cH:21][cH:20]2)[cH:3][c:4]([Cl:13])[n:5][cH:6][c:7]1[C:8](=[O:9])[O:10][CH2:11][CH3:12].